describe an organic reaction: reactants, conditions, products, and yield From a dataset of the Open Reaction Database (ORD), a public repository of structured organic reaction records. The reactants are C(CCC)OC(=O)C=1N=C(C2=CC=CC=C2C1O)Cl (1-chloro-4-hydroxy-isoquinoline-3-carboxylic acid butyl ester), COC1=C(C=CC=C1)O (2-methoxy phenol). The product is C(CCC)OC(=O)C=1N=C(C2=CC=CC=C2C1O)OC1=C(C=CC=C1)OC (4-Hydroxy-1-(2-methoxy-phenoxy)-isoquinoline-3-carboxylic acid butyl ester). As a reaction SMILES: [CH2:1]([O:5][C:6]([C:8]1[N:9]=[C:10](Cl)[C:11]2[C:16]([C:17]=1[OH:18])=[CH:15][CH:14]=[CH:13][CH:12]=2)=[O:7])[CH2:2][CH2:3][CH3:4].[CH3:20][O:21][C:22]1[CH:27]=[CH:26][CH:25]=[CH:24][C:23]=1[OH:28]>>[CH2:1]([O:5][C:6]([C:8]1[N:9]=[C:10]([O:28][C:23]2[CH:24]=[CH:25][CH:26]=[CH:27][C:22]=2[O:21][CH3:20])[C:11]2[C:16]([C:17]=1[OH:18])=[CH:15][CH:14]=[CH:13][CH:12]=2)=[O:7])[CH2:2][CH2:3][CH3:4]. Procedure details: Synthesized from 1-chloro-4-hydroxy-isoquinoline-3-carboxylic acid butyl ester and 2-methoxy phenol in analogy to Example D-20 d); MS-(+)-ion: M+1=368.13. Starting materials: Cl.C(CCC)OC(=O)C=1NC2=C(C=CC(=C2C1)C(C(C(=O)OCCCC)NC(C)C)=O)O (4-(2-n-butoxycarbonyl-1-methylethylaminoacetyl)-7-hydroxyindole-2-carboxylic acid n-butyl ester hydrochloride). Solvent: CO (methanol), O1CCCC1 (tetrahydrofuran). The product is Cl.C(CCC)OC(=O)C=1NC2=C(C=CC(=C2C1)C(CNC(CC(=O)OCCCC)C)O)O (4-[1-hydroxy-2-(2-n-butoxycarbonyl-1-methylethylamino)ethyl]-7-hydroxyindole-2-carboxylic acid n-butyl ester hydrochloride). The yield is 97.0%. Reaction SMILES: [ClH:1].[CH2:2]([O:6][C:7]([C:9]1[NH:10][C:11]2[C:16]([CH:17]=1)=[C:15]([C:18](=[O:31])[CH:19]([NH:27][CH:28]([CH3:30])[CH3:29])C(OCCCC)=O)[CH:14]=[CH:13][C:12]=2[OH:32])=[O:8])[CH2:3][CH2:4][CH3:5]>CO.O1CCCC1>[ClH:1].[CH2:2]([O:6][C:7]([C:9]1[NH:10][C:11]2[C:16]([CH:17]=1)=[C:15]([CH:18]([OH:31])[CH2:19][NH:27][CH:28]([CH3:30])[CH2:29][C:7]([O:6][CH2:2][CH2:3][CH2:4][CH3:5])=[O:8])[CH:14]=[CH:13][C:12]=2[OH:32])=[O:8])[CH2:3][CH2:4][CH3:5] |f:0.1,4.5|. Reported procedure: Under the conditions of Example 14(E), 380 mg of 4-(2-n-butoxycarbonyl-1-methylethylaminoacetyl)-7-hydroxyindole-2-carboxylic acid n-butyl ester hydrochloride in 10 ml of methanol and 5 ml of tetrahydrofuran is hydrogenated and worked up, yielding 185 mg of 4-[1-hydroxy-2-(2-n-butoxycarbonyl-1-methylethylamino)ethyl]-7-hydroxyindole-2-carboxylic acid n-butyl ester hydrochloride, decomposition point 75°-84° C. Yields the product ClC=1C=C(C=CC1)C1=NC(=CC(=N1)OC1=CC=C(C=C1)CCO)CC (2-(4-((2-(3-Chlorophenyl)-6-ethylpyrimidin-4-yl)oxy)phenyl)ethanol). Run at time 8 hour. Isolated yield 73.3%. The solvent is C1CCOC1 (THF). Starting materials: ClC=1C=C(C=CC1)C1=NC(=CC(=N1)OC1=CC=C(C=C1)CC(=O)OC)CC (methyl 2-(4-((2-(3-chlorophenyl)-6-ethylpyrimidin-4-yl)oxy)phenyl)acetate), S(C)C (SMe2). Reaction SMILES: [Cl:1][C:2]1[CH:3]=[C:4]([C:8]2[N:13]=[C:12]([O:14][C:15]3[CH:20]=[CH:19][C:18]([CH2:21][C:22](OC)=[O:23])=[CH:17][CH:16]=3)[CH:11]=[C:10]([CH2:26][CH3:27])[N:9]=2)[CH:5]=[CH:6][CH:7]=1.S(C)C>C1COCC1>[Cl:1][C:2]1[CH:3]=[C:4]([C:8]2[N:13]=[C:12]([O:14][C:15]3[CH:20]=[CH:19][C:18]([CH2:21][CH2:22][OH:23])=[CH:17][CH:16]=3)[CH:11]=[C:10]([CH2:26][CH3:27])[N:9]=2)[CH:5]=[CH:6][CH:7]=1. Procedure: To a solution of methyl 2-(4-((2-(3-chlorophenyl)-6-ethylpyrimidin-4-yl)oxy)phenyl)acetate (0.075 g, 0.20 mmol) in THF (1.3 mL) at 0° C. was added BH3.SMe2 (0.031 g, 0.39 mmol). The mixture was warmed to rt and stirred overnight. After this time, the reaction was quenched with 0.5M HCl, diluted with saturated aqueous sodium bicarbonate, and extracted with ethyl acetate. The combined organic layer was dried over anhydrous sodium sulfate, filtered, and the filtrate was concentrated. The residue wa... The reactants are NC(CC(=O)NC1=CC(=NC2=CC=C(C=C12)C)N1CCS(C2=C(C1)C=CC=C2)(=O)=O)C(F)(F)F (3-amino-N-[2-(1,1-dioxido-2,3-dihydro-1,4-benzothiazepin-4(5H)-yl)-6-methylquinolin-4-yl]-4,4,4-trifluorobutanamide), O=S1(CCN(CC2=C1C=CC=C2)C2=NC1=CC=C(C=C1C(=C2)N)C)=O (2-(1,1-dioxido-2,3-dihydro-1,4-benzothiazepin-4(5H)-yl)-6-methylquinolin-4-amine), O=C1N(C(C2=CC=CC=C12)=O)CCC(=O)Cl (3-(1,3-dioxo-1,3-dihydro-2H-isoindol-2-yl)propanoyl chloride). Yields the product O=S1(CCN(CC2=C1C=CC=C2)C2=NC1=CC=C(C=C1C(=C2)NC(CCN)=O)C)=O (N-[2-(1,1-Dioxido-2,3-dihydro-1,4-benzothiazepin-4(5H)-yl)-6-methylquinolin-4-yl]-beta-alaninamide). RXN SMILES: [NH2:1][CH:2](C(F)(F)F)[CH2:3][C:4]([NH:6][C:7]1[C:16]2[C:11](=[CH:12][CH:13]=[C:14]([CH3:17])[CH:15]=2)[N:10]=[C:9]([N:18]2[CH2:24][C:23]3[CH:25]=[CH:26][CH:27]=[CH:28][C:22]=3[S:21](=[O:30])(=[O:29])[CH2:20][CH2:19]2)[CH:8]=1)=[O:5].O=S1(=O)C2C=CC=CC=2CN(C2C=C(N)C3C(=CC=C(C)C=3)N=2)CC1.O=C1C2C(=CC=CC=2)C(=O)N1CCC(Cl)=O>>[O:30]=[S:21]1(=[O:29])[C:22]2[CH:28]=[CH:27][CH:26]=[CH:25][C:23]=2[CH2:24][N:18]([C:9]2[CH:8]=[C:7]([NH:6][C:4](=[O:5])[CH2:3][CH2:2][NH2:1])[C:16]3[C:11](=[CH:12][CH:13]=[C:14]([CH3:17])[CH:15]=3)[N:10]=2)[CH2:19][CH2:20]1. Procedure: The title compound was prepared in analogy to 3-amino-N-[2-(1,1-dioxido-2,3-dihydro-1,4-benzothiazepin-4(5H)-yl)-6-methylquinolin-4-yl]-4,4,4-trifluorobutanamide in Example 42-1 in Scheme 19 by using 2-(1,1-dioxido-2,3-dihydro-1,4-benzothiazepin-4(5H)-yl)-6-methylquinolin-4-amine and 3-(1,3-dioxo-1,3-dihydro-2H-isoindol-2-yl)propanoyl chloride. MS obsd. (ESI+) [(M+H)+] 425, 1H NMR (400 MHz, CDCl3) δ ppm 8.00 (d, J=7.83 Hz, 1 H), 8.29 (s, 1 H), 7.85 (d, J=7.33 Hz, 1 H), 7.61-7.47 (m, 4 H), 7.34 (... Reactants: CC1OC2=C(C1)C=C(C=C2)COC2=CC=C(N)C=C2 (4-(2,3-dihydro-2-methyl-5-benzofuranylmethyloxy)aniline), CON(C(=O)Cl)C (N-methoxy-N-methylcarbamoyl chloride). The solvent is N1=CC=CC=C1 (pyridine). The product is CC1OC2=C(C1)C=C(C=C2)COC2=CC=C(C=C2)NC(=O)N(C)OC (1-[4-(2,3-dihydro-2-methyl-5-benzofuranylmethyloxy)phenyl]-3-methoxy-3-methylurea). Isolated yield 83.7%. As a reaction SMILES: [CH3:1][CH:2]1[CH2:6][C:5]2[CH:7]=[C:8]([CH2:11][O:12][C:13]3[CH:19]=[CH:18][C:16]([NH2:17])=[CH:15][CH:14]=3)[CH:9]=[CH:10][C:4]=2[O:3]1.[CH3:20][O:21][N:22]([CH3:26])[C:23](Cl)=[O:24]>N1C=CC=CC=1>[CH3:1][CH:2]1[CH2:6][C:5]2[CH:7]=[C:8]([CH2:11][O:12][C:13]3[CH:19]=[CH:18][C:16]([NH:17][C:23]([N:22]([O:21][CH3:20])[CH3:26])=[O:24])=[CH:15][CH:14]=3)[CH:9]=[CH:10][C:4]=2[O:3]1. Reported procedure: 6.5 g of 4-(2,3-dihydro-2-methyl-5-benzofuranylmethyloxy)aniline was dissolved into 30 ml of pyridine, and 3.8 g of N-methoxy-N-methylcarbamoyl chloride was slowly added dropwise thereto under cooling with ice. After 2-hours' continuous stirring, pyridine was distilled off under a reduced pressure, and the residual oily matter was dissolved into 100 ml of toluene. After the reaction mixture was subsequently washed with water, diluted hydrochloric acid and saturated sodium chloride aqueous soluti...